From a dataset of the Open Reaction Database (ORD), a public repository of structured organic reaction records. describe an organic reaction: reactants, conditions, products, and yield Starting materials: [Al+3], COC(=O)c1ccc(Br)c(C)c1, CO, CCOC(C)=O, Cl, [H-], [H-], [H-], [H-], [Li+], C1CCOC1, O. Product: Cc1cc(CO)ccc1Br. As a reaction SMILES: [Al+3:14].[Br:1][c:2]1[c:3]([CH3:12])[cH:4][c:5]([C:6](=[O:7])[O:8][CH3:9])[cH:10][cH:11]1.[CH3:19][OH:20].[CH3:27][CH2:28][O:29][C:30](=[O:31])[CH3:32].[ClH:21].[H-:13].[H-:16].[H-:17].[H-:18].[Li+:15].[O:22]1[CH2:23][CH2:24][CH2:25][CH2:26]1.[OH2:33]>>[Br:1][c:2]1[c:3]([CH3:12])[cH:4][c:5]([CH2:6][OH:7])[cH:10][cH:11]1. The reactants are C(C)OC(CC(=O)O)=O (malonic acid monoethyl ester), C(C)(C)[Mg]Cl (isopropyl magnesium chloride), [N+](=O)([O-])C1=CC=C(C=C1)CCC(=O)Cl (3-(4-nitrophenyl)propanoyl chloride), ice, Cl (HCl). Solvent: C1CCOC1 (THF), C1CCOC1 (THF). Conditions: temperature -78 celsius, time 45 minute. Yields the product C(C)OC(CC(CCC1=CC=C(C=C1)[N+](=O)[O-])=O)=O (5-(4-Nitro-phenyl)-3-oxo-pentanoic acid ethyl ester). Reaction SMILES: [CH2:1]([O:3][C:4](=[O:9])[CH2:5][C:6]([OH:8])=O)[CH3:2].C([Mg]Cl)(C)C.[N+:15]([C:18]1[CH:23]=[CH:22][C:21]([CH2:24][CH2:25]C(Cl)=O)=[CH:20][CH:19]=1)([O-:17])=[O:16].Cl>C1COCC1>[CH2:1]([O:3][C:4](=[O:9])[CH2:5][C:6](=[O:8])[CH2:25][CH2:24][C:21]1[CH:20]=[CH:19][C:18]([N+:15]([O-:17])=[O:16])=[CH:23][CH:22]=1)[CH3:2]. Procedure: A solution of malonic acid monoethyl ester (16.9 g, 128 mmol) in dry THF (200 mL) was cooled to -78° C. under nitrogen, treated dropwise with 130 mL of isopropyl magnesium chloride (2.0M in THF; 260 mmol), and stirred at -78° C. for 45 minutes. A solution of 3-(4-nitrophenyl)propanoyl chloride prepared in Example EE (13.5 g, 64 mmol) in dry THF (100 mL) was added dropwise. When addition was complete, the reaction mixture was stirred at -78° C. for 1 hour and then allowed to warm to room temperat... Starting materials: CN(C)CCCl, c1cnc2[nH]cc(-c3ccnc(NC4CCCCC4)n3)c2c1, Cl, [H-], [Na+], CN(C)C=O. Yields the product CN(C)CCn1cc(-c2ccnc(NC3CCCCC3)n2)c2cccnc21. As a reaction SMILES: [CH3:26][N:27]([CH2:28][CH2:29][Cl:30])[CH3:31].[CH:1]1([NH:7][c:8]2[n:9][cH:10][cH:11][c:12](-[c:14]3[cH:15][nH:16][c:17]4[n:18][cH:19][cH:20][cH:21][c:22]34)[n:13]2)[CH2:2][CH2:3][CH2:4][CH2:5][CH2:6]1.[ClH:25].[H-:24].[Na+:23].[O:32]=[CH:33][N:34]([CH3:35])[CH3:36]>>[CH:1]1([NH:7][c:8]2[n:9][cH:10][cH:11][c:12](-[c:14]3[cH:15][n:16]([CH2:29][CH2:28][N:27]([CH3:26])[CH3:31])[c:17]4[n:18][cH:19][cH:20][cH:21][c:22]34)[n:13]2)[CH2:2][CH2:3][CH2:4][CH2:5][CH2:6]1. The reactants are CN(C)C=O, CC[O-], CCOC(=O)CC(C)(C)C(Cl)CC(Cl)(Cl)Cl, Cl, [Na+], O. Yields the product CCOC(=O)CC(C)(C)C(Cl)C=C(Cl)Cl. RXN SMILES: [CH3:23][N:24]([CH3:25])[CH:26]=[O:27].[CH3:2][CH2:3][O-:4].[Cl:5][CH:6]([C:7]([CH2:8][C:9](=[O:10])[O:11][CH2:12][CH3:13])([CH3:14])[CH3:15])[CH2:16][C:17]([Cl:18])([Cl:19])[Cl:20].[ClH:21].[Na+:1].[OH2:22]>>[Cl:5][CH:6]([C:7]([CH2:8][C:9](=[O:10])[O:11][CH2:12][CH3:13])([CH3:14])[CH3:15])[CH:16]=[C:17]([Cl:18])[Cl:19]. Starting materials: O=S1CCN(c2nc(Cl)nc3c(SCc4ccccc4)ncnc23)CC1, CC(C)(CN)CO. Product: CC(C)(CO)CNc1nc(N2CCS(=O)CC2)c2ncnc(SCc3ccccc3)c2n1. Reaction SMILES: [CH2:1]([c:2]1[cH:3][cH:4][cH:5][cH:6][cH:7]1)[S:8][c:9]1[n:10][cH:11][n:12][c:13]2[c:14]1[n:15][c:16]([Cl:26])[n:17][c:18]2[N:19]1[CH2:20][CH2:21][S:22](=[O:25])[CH2:23][CH2:24]1.[NH2:27][CH2:28][C:29]([CH2:30][OH:31])([CH3:32])[CH3:33]>>[CH2:1]([c:2]1[cH:3][cH:4][cH:5][cH:6][cH:7]1)[S:8][c:9]1[n:10][cH:11][n:12][c:13]2[c:14]1[n:15][c:16]([NH:27][CH2:28][C:29]([CH2:30][OH:31])([CH3:32])[CH3:33])[n:17][c:18]2[N:19]1[CH2:20][CH2:21][S:22](=[O:25])[CH2:23][CH2:24]1. Starting materials: Cc1ccc(NC2(C#N)CCC2)cc1, N#Cc1ccc(N=C=S)cc1C(F)(F)F, CN(C)C=O. Product: Cc1ccc(N2C(=S)N(c3ccc(C#N)c(C(F)(F)F)c3)C(=N)C23CCC3)cc1. As a reaction SMILES: [CH3:16][c:17]1[cH:18][cH:19][c:20]([NH:23][C:24]2([C:28]#[N:29])[CH2:25][CH2:26][CH2:27]2)[cH:21][cH:22]1.[N:1](=[C:2]=[S:3])[c:4]1[cH:5][c:6]([C:12]([F:13])([F:14])[F:15])[c:7]([C:8]#[N:9])[cH:10][cH:11]1.[O:30]=[CH:31][N:32]([CH3:33])[CH3:34]>>[N:1]1([c:4]2[cH:5][c:6]([C:12]([F:13])([F:14])[F:15])[c:7]([C:8]#[N:9])[cH:10][cH:11]2)[C:2](=[S:3])[N:23]([c:20]2[cH:19][cH:18][c:17]([CH3:16])[cH:22][cH:21]2)[C:24]2([CH2:25][CH2:26][CH2:27]2)[C:28]1=[NH:29]. Reactants: COC(C1=C(C(=C(C(=C1)Cl)C)I)OC)=O (methyl,5-chloro-3-iodo-2-methoxybenzoic acid methyl ester), tetrakis (triphenylphosphine)palladium(0), [N+](=O)([O-])C=1C=C(C=CC1)B(O)O (3-nitrobenzene-boronic acid), C(=O)([O-])[O-].[K+].[K+] (K2CO3). Solvent: C1(=CC=CC=C1)C (toluene), CCOCC (ether), C(C)O (ethanol). The product is COC(=O)C=1C(=C(C=C(C1)Cl)C1=CC(=CC=C1)[N+](=O)[O-])OC (5-Chloro-2-methoxy-3′-nitro-biphenyl-3-carboxylic acid methyl ester), solid. Yield: 75.0%. RXN SMILES: [CH3:1][O:2][C:3](=[O:15])[C:4]1[CH:9]=[C:8]([Cl:10])[C:7](C)=[C:6](I)[C:5]=1[O:13][CH3:14].[N+:16]([C:19]1[CH:20]=[C:21](B(O)O)[CH:22]=[CH:23][CH:24]=1)([O-:18])=[O:17].C([O-])([O-])=O.[K+].[K+]>C1(C)C=CC=CC=1.C(O)C.CCOCC>[CH3:1][O:2][C:3]([C:4]1[C:5]([O:13][CH3:14])=[C:6]([C:23]2[CH:22]=[CH:21][CH:20]=[C:19]([N+:16]([O-:18])=[O:17])[CH:24]=2)[CH:7]=[C:8]([Cl:10])[CH:9]=1)=[O:15] |f:2.3.4|. Procedure: To a solution of methyl,5-chloro-3-iodo-2-methoxybenzoic acid methyl ester (0.80 g, 2.5 mmol) and tetrakis (triphenylphosphine)palladium(0) (0.085 g, 0.074 mmol) in toluene (12 mL) was added 3-nitrobenzene-boronic acid (0.45 g, 2.7 mmol) dissolved in 1 mL of ethanol. Aqueous 2 N K2CO3 (2.7 mL, 5.4 mmol) was added and the mixture was heated to reflux for 18 h. The mixture was diluted with ether, washed with 3:1 saturated NaHCO3/conc. ammonium hydroxide, 0.1 M EDTA, saturated NaCl, and dried (Na2S... Starting materials: N(=[N+]=[N-])C1CC(OC2=C1C=C(C=C2)C#N)(C)C (4-azido-6-cyano-3,4-dihydro-2,2-dimethyl-2H-1-benzopyran), Cl (hydrochloric acid). The reagents and catalysts are [Zn] (zinc). Run in O (water), CC(=O)C (acetone). The product is NC1CC(OC2=C1C=C(C=C2)C#N)(C)C (4-Amino-6-cyano-3,4-dihydro-2,2-dimethyl-2H-1benzopyran). Isolated yield 84.6%. Reaction SMILES: [N:1]([CH:4]1[C:9]2[CH:10]=[C:11]([C:14]#[N:15])[CH:12]=[CH:13][C:8]=2[O:7][C:6]([CH3:17])([CH3:16])[CH2:5]1)=[N+]=[N-].Cl>CC(C)=O.O.[Zn]>[NH2:1][CH:4]1[C:9]2[CH:10]=[C:11]([C:14]#[N:15])[CH:12]=[CH:13][C:8]=2[O:7][C:6]([CH3:17])([CH3:16])[CH2:5]1. Reported procedure: To a solution of 4-azido-6-cyano-3,4-dihydro-2,2-dimethyl-2H-1-benzopyran (0.92g) in acetone (20 ml) was added concentrated hydrochloric acid (3 ml) and zinc dust (0.6g) in portions, with vigorous stirring. After 15 min the reaction was diluted with water, filtered and the filtrate extracted with ethyl acetate. The aqueous phase was made basic with 10% (w/v) aqueous sodium hydroxide solution and further extracted with ethyl acetate. The combined organic phase was dried over anhydrous sodium sulp... Starting materials: Cl (hydrochloric acid), FC1=CC=C(C=C1)C1(CCC1)C1N(CCC2=CC=C(C=C12)OCCNS(=O)(=O)CCC)C(C(F)(F)F)=O (N-[2-({1-[1-(4-Fluorophenyl)cyclobutyl]-2-(trifluoroacetyl)-1,2,3,4-tetrahydroisoquinolin-7-yl}oxy)ethyl]propane-1-sulfonamide), solution, B (borane). Solvent: O1CCCC1 (tetrahydrofuran), O1CCCC1 (tetrahydrofuran). Reaction conditions: temperature 0 celsius. Yields the product Cl.FC1=CC=C(C=C1)C1(CCC1)C1N(CCC2=CC=C(C=C12)OCCNS(=O)(=O)CCC)CC(F)(F)F (N-[2-({1-[1-(4-Fluorophenyl)cyclobutyl]-2-(2,2,2-trifluoroethyl)-1,2,3,4-tetrahydroisoquinolin-7-yl}oxy)ethyl]propane-1-sulfonamide hydrochloride). As a reaction SMILES: [F:1][C:2]1[CH:7]=[CH:6][C:5]([C:8]2([CH:12]3[C:21]4[C:16](=[CH:17][CH:18]=[C:19]([O:22][CH2:23][CH2:24][NH:25][S:26]([CH2:29][CH2:30][CH3:31])(=[O:28])=[O:27])[CH:20]=4)[CH2:15][CH2:14][N:13]3[C:32](=O)[C:33]([F:36])([F:35])[F:34])[CH2:11][CH2:10][CH2:9]2)=[CH:4][CH:3]=1.B.[ClH:39]>O1CCCC1>[ClH:39].[F:1][C:2]1[CH:7]=[CH:6][C:5]([C:8]2([CH:12]3[C:21]4[C:16](=[CH:17][CH:18]=[C:19]([O:22][CH2:23][CH2:24][NH:25][S:26]([CH2:29][CH2:30][CH3:31])(=[O:28])=[O:27])[CH:20]=4)[CH2:15][CH2:14][N:13]3[CH2:32][C:33]([F:35])([F:34])[F:36])[CH2:11][CH2:10][CH2:9]2)=[CH:4][CH:3]=1 |f:4.5|. Procedure: N-[2-({1-[1-(4-Fluorophenyl)cyclobutyl]-2-(trifluoroacetyl)-1,2,3,4-tetrahydroisoquinolin-7-yl}oxy)ethyl]propane-1-sulfonamide (49 mg, 0.09 mmol) was dissolved in dry tetrahydrofuran (0.6 mL) under an atmosphere of nitrogen. The solution was cooled to 0° C. and a 1M solution of borane in tetrahydrofuran (0.181 mL, 0.181 mmol) was added dropwise. The reaction mixture was warmed to room temperature and then heated under reflux for 2 h. The solvent was evaporated in vacuo, the residue was dissolved...